Dataset: the Open Reaction Database (ORD), a public repository of structured organic reaction records. Task: describe an organic reaction: reactants, conditions, products, and yield Starting materials: CC1=C2C(=NC=C1)N(C(=N2)CCC)CC2=CC=C(C=C2)C2=C(C=NC=C2)C#N (7-methyl-2-propyl-3-[[4-(3-cyanopyridin-4-yl)phenyl]methyl]imidazo[4,5-b]pyridine), C[Sn](C)(C)N=[N+]=[N-] (trimethylstannylazide). Solvent: C1(=CC=CC=C1)C (toluene). Yields the product CC1=C2C(=NC=C1)N(C(=N2)CCC)CC2=CC=C(C=C2)C2=C(C=NC=C2)C2=NN=NN2 (7-Methyl-2-propyl-3-[[4-[3-(1H-tetrazol-5-yl)-4-pyridinyl]phenyl]methyl]imidazo[4,5-b]pyridine). Reaction SMILES: [CH3:1][C:2]1[CH:7]=[CH:6][N:5]=[C:4]2[N:8]([CH2:14][C:15]3[CH:20]=[CH:19][C:18]([C:21]4[CH:26]=[CH:25][N:24]=[CH:23][C:22]=4[C:27]#[N:28])=[CH:17][CH:16]=3)[C:9]([CH2:11][CH2:12][CH3:13])=[N:10][C:3]=12.C[Sn]([N:33]=[N+:34]=[N-:35])(C)C>C1(C)C=CC=CC=1>[CH3:1][C:2]1[CH:7]=[CH:6][N:5]=[C:4]2[N:8]([CH2:14][C:15]3[CH:20]=[CH:19][C:18]([C:21]4[CH:26]=[CH:25][N:24]=[CH:23][C:22]=4[C:27]4[NH:35][N:34]=[N:33][N:28]=4)=[CH:17][CH:16]=3)[C:9]([CH2:11][CH2:12][CH3:13])=[N:10][C:3]=12. Reported procedure: A solution of 7-methyl-2-propyl-3-[[4-(3-cyanopyridin-4-yl)phenyl]methyl]imidazo[4,5-b]pyridine (50 mg, 0.136 mmol) and trimethylstannylazide (84 mg, 0.408 mmol) in toluene (4 mL) was heated to reflux for 4 days. The mixture was cooled to rt, concentrated, then purified by flash chromatography on SiO2 (80/20/1 CH2Cl2 /MeOH/NH4OH) to give the product as a white solid. Reactants: BrB(Br)Br, CCCCC12CCC(=O)C(Br)=C1c1cc(F)c(OC)c(Cl)c1C2, ClCCl. Yields the product CCCCC12CCC(=O)C(Br)=C1c1cc(F)c(O)c(Cl)c1C2. Reaction SMILES: [B:24]([Br:25])([Br:26])[Br:27].[Br:1][C:2]1=[C:14]2[C:6]([CH2:19][CH2:20][CH2:21][CH3:22])([CH2:5][CH2:4][C:3]1=[O:23])[CH2:7][c:8]1[c:9]([Cl:18])[c:10]([O:16][CH3:17])[c:11]([F:15])[cH:12][c:13]12.[Cl:28][CH2:29][Cl:30]>>[Br:1][C:2]1=[C:14]2[C:6]([CH2:19][CH2:20][CH2:21][CH3:22])([CH2:5][CH2:4][C:3]1=[O:23])[CH2:7][c:8]1[c:9]([Cl:18])[c:10]([OH:16])[c:11]([F:15])[cH:12][c:13]12. Reactants: C(C)(C)(C)C=1C=C2C=NN(C(C2=C(C1)F)=O)C=1C(=C(C=CC1)N1C=C(C=2C1=NC(=CC2)CN(C)C)C#N)CO (1-(3-(6-tert-butyl-8-fluoro-1-oxophthalazin-2(1H)-yl)-2-(hydroxymethyl)phenyl)-6-((dimethylamino)methyl)-1H-pyrrolo[2,3-b]pyridine-3-carbonitrile), [hydrogen bis(dimethylphosphinito-kP)]platinum (II), C(C)O (Ethanol). Solvent: O (Water). Run at temperature 45 celsius, time 1 hour. Yields the product C(C)(C)(C)C=1C=C2C=NN(C(C2=C(C1)F)=O)C=1C(=C(C=CC1)N1C=C(C=2C1=NC(=CC2)CN(C)C)C(=O)N)CO (1-[3-(6-tert-Butyl-8-fluoro-1-oxo-1H-phthalazin-2-yl)-2-hydroxymethyl-phenyl]-6-dimethylaminomethyl-1H-pyrrolo[2,3-b]pyridine-3-carboxylic acid amide). Yield: 30.0%. Reaction SMILES: [C:1]([C:5]1[CH:6]=[C:7]2[C:12](=[C:13]([F:15])[CH:14]=1)[C:11](=[O:16])[N:10]([C:17]1[C:18]([CH2:38][OH:39])=[C:19]([N:23]3[C:27]4=[N:28][C:29]([CH2:32][N:33]([CH3:35])[CH3:34])=[CH:30][CH:31]=[C:26]4[C:25]([C:36]#[N:37])=[CH:24]3)[CH:20]=[CH:21][CH:22]=1)[N:9]=[CH:8]2)([CH3:4])([CH3:3])[CH3:2].C([OH:42])C>O>[C:1]([C:5]1[CH:6]=[C:7]2[C:12](=[C:13]([F:15])[CH:14]=1)[C:11](=[O:16])[N:10]([C:17]1[C:18]([CH2:38][OH:39])=[C:19]([N:23]3[C:27]4=[N:28][C:29]([CH2:32][N:33]([CH3:35])[CH3:34])=[CH:30][CH:31]=[C:26]4[C:25]([C:36]([NH2:37])=[O:42])=[CH:24]3)[CH:20]=[CH:21][CH:22]=1)[N:9]=[CH:8]2)([CH3:4])([CH3:2])[CH3:3]. Reported procedure: In a 25 mL round-bottomed flask, 1-(3-(6-tert-butyl-8-fluoro-1-oxophthalazin-2(1H)-yl)-2-(hydroxymethyl)phenyl)-6-((dimethylamino)methyl)-1H-pyrrolo[2,3-b]pyridine-3-carbonitrile (8 mg, 15.3 μmol, Eq: 1.00) and [hydrogen bis(dimethylphosphinito-kP)]platinum (II) (655 μg, 1.53 μmol, Eq: 0.1) were combined with Ethanol (1 mL) and Water (1 mL) to give a colorless solution. The reaction mixture was heated to 45° C. and stirred for 1 h. The crude reaction mixture was concentrated in vacuo. The LCMS o...